From a dataset of the Open Reaction Database (ORD), a public repository of structured organic reaction records. describe an organic reaction: reactants, conditions, products, and yield Starting materials: C1CCNCC1, COc1ccc(-c2ccc3c(c2)NC(=O)C3)cc1, CCO, O=Cc1[nH]c2c(c1CCC(=O)O)CCCC2. Reaction SMILES: [CH2:35]1[CH2:36][CH2:37][NH:38][CH2:39][CH2:40]1.[CH3:1][O:2][c:3]1[cH:4][cH:5][c:6](-[c:9]2[cH:10][cH:11][c:12]3[c:16]([cH:17]2)[NH:15][C:14](=[O:18])[CH2:13]3)[cH:7][cH:8]1.[CH3:41][CH2:42][OH:43].[CH:19](=[O:20])[c:21]1[nH:22][c:23]2[c:28]([c:29]1[CH2:30][CH2:31][C:32](=[O:33])[OH:34])[CH2:27][CH2:26][CH2:25][CH2:24]2>>[CH3:1][O:2][c:3]1[cH:4][cH:5][c:6](-[c:9]2[cH:10][cH:11][c:12]3[c:16]([cH:17]2)[NH:15][C:14](=[O:18])[C:13]3=[CH:19][c:21]2[nH:22][c:23]3[c:28]([c:29]2[CH2:30][CH2:31][C:32](=[O:33])[OH:34])[CH2:27][CH2:26][CH2:25][CH2:24]3)[cH:7][cH:8]1. Yields the product COc1ccc(-c2ccc3c(c2)NC(=O)C3=Cc2[nH]c3c(c2CCC(=O)O)CCCC3)cc1. The reactants are C(C)(C)(C)OC(=O)N1C(C=2N(CC1)N=C(N2)C(F)(F)F)C(O)C2CC2 ([7-N-(tert-Butoxycarbonyl)-2-(trifluoromethyl)-5,6,7,8-tetrahydro[1,2,4]triazolo[1,5-α]pyrazin-8-yl](cyclopropyl)methanol), C1=CN(C=N1)C(=S)N2C=CN=C2 (1,1-thiocarbonyldiimidazole). Reagents/catalysts: CN(C1=CC=NC=C1)C (4-(dimethylamino)pyridine). Solvent: ClC(C)Cl (dichloroethane). Product: C1(CC1)C=C1C=2N(CCN1C(=O)OC(C)(C)C)N=C(N2)C(F)(F)F (tert-Butyl 8-(cyclopropylmethylene)-2-(trifluoromethyl)-5,6-dihydro[1,2,4]triazolo[1,5-α]pyrazine-7(8H)-carboxylate). As a reaction SMILES: [C:1]([O:5][C:6]([N:8]1[CH2:13][CH2:12][N:11]2[N:14]=[C:15]([C:17]([F:20])([F:19])[F:18])[N:16]=[C:10]2[CH:9]1[CH:21]([CH:23]1[CH2:25][CH2:24]1)O)=[O:7])([CH3:4])([CH3:3])[CH3:2].C1N=CN(C(N2C=NC=C2)=S)C=1>CN(C)C1C=CN=CC=1.ClC(Cl)C>[CH:23]1([CH:21]=[C:9]2[N:8]([C:6]([O:5][C:1]([CH3:2])([CH3:3])[CH3:4])=[O:7])[CH2:13][CH2:12][N:11]3[N:14]=[C:15]([C:17]([F:18])([F:19])[F:20])[N:16]=[C:10]23)[CH2:25][CH2:24]1. Reported procedure: A solution of 100 mg (0.28 mmol) of [7-N-(tert-butoxycarbonyl)-2-(trifluoromethyl)-5,6,7,8-tetrahydro [1,2,4]triazolo[1,5-α]pyrazin-8-yl](cyclopropyl)methanol (prepared as outlined in Example 3, Step A), 52.4 mg (0.294 mmol) of 1,1-thiocarbonyldiimidazole, and 3.4 mg (0.028 mmol) of 4-(dimethylamino)pyridine in 2.0 mL of dichloroethane was stirred at reflux temperature for 17 h. The reaction mixture was cooled to ambient temperature and concentrated in vacuo. The residue was partitioned between ... As a reaction SMILES: [CH3:32][N:33]([CH3:34])[CH:35]=[O:36].[Cl:23][CH2:24][CH2:25][N:26]1[C:27](=[O:31])[O:28][CH2:29][CH2:30]1.[Cl:2][c:3]1[cH:4][cH:5][c:6]2[c:7]([NH:13][c:14]3[c:15]([C:16](=[O:17])[OH:18])[cH:19][cH:20][cH:21][cH:22]3)[cH:8][cH:9][n:10][c:11]2[cH:12]1.[Na:1]>>[Cl:2][c:3]1[cH:4][cH:5][c:6]2[c:7]([NH:13][c:14]3[c:15]([C:16]([O:17][CH2:24][CH2:25][N:26]4[C:27](=[O:31])[O:28][CH2:29][CH2:30]4)=[O:18])[cH:19][cH:20][cH:21][cH:22]3)[cH:8][cH:9][n:10][c:11]2[cH:12]1. The reactants are CN(C)C=O, O=C1OCCN1CCCl, O=C(O)c1ccccc1Nc1ccnc2cc(Cl)ccc12, [Na]. The product is O=C(OCCN1CCOC1=O)c1ccccc1Nc1ccnc2cc(Cl)ccc12. Reactants: CO, Cc1ccccc1, CC(C)(C)OC(=O)c1ccc(-c2cccc3[nH]ccc23)cc1Nc1ccc(F)cc1, [Na+], [OH-], O. Yields the product O=C(O)c1ccc(-c2cccc3[nH]ccc23)cc1Nc1ccc(F)cc1. As a reaction SMILES: [CH3:31][OH:32].[CH3:35][c:36]1[cH:37][cH:38][cH:39][cH:40][cH:41]1.[F:1][c:2]1[cH:3][cH:4][c:5]([NH:6][c:7]2[c:8]([C:9](=[O:10])[O:11][C:12]([CH3:13])([CH3:14])[CH3:15])[cH:16][cH:17][c:18](-[c:20]3[c:21]4[cH:22][cH:23][nH:24][c:25]4[cH:26][cH:27][cH:28]3)[cH:19]2)[cH:29][cH:30]1.[Na+:34].[OH-:33].[OH2:42]>>[F:1][c:2]1[cH:3][cH:4][c:5]([NH:6][c:7]2[c:8]([C:9](=[O:10])[OH:11])[cH:16][cH:17][c:18](-[c:20]3[c:21]4[cH:22][cH:23][nH:24][c:25]4[cH:26][cH:27][cH:28]3)[cH:19]2)[cH:29][cH:30]1. Reactants: CS(C)=O, CCOC(C)=O, [H-], O=C1CCCN1, [Na+], Cc1ccc2c(c1)C1OC1C(C)(C)O2, O. The product is Cc1ccc2c(c1)C(N1CCCC1=O)C(O)C(C)(C)O2. As a reaction SMILES: [CH3:24][S:25](=[O:26])[CH3:27].[CH3:28][CH2:29][O:30][C:31](=[O:32])[CH3:33].[H-:7].[NH:1]1[C:2](=[O:6])[CH2:3][CH2:4][CH2:5]1.[Na+:8].[O:9]1[CH:10]2[C:11]([CH3:21])([CH3:22])[O:12][c:13]3[c:14]([cH:16][c:17]([CH3:20])[cH:18][cH:19]3)[CH:15]12.[OH2:23]>>[N:1]1([CH:15]2[CH:10]([OH:9])[C:11]([CH3:21])([CH3:22])[O:12][c:13]3[c:14]2[cH:16][c:17]([CH3:20])[cH:18][cH:19]3)[C:2](=[O:6])[CH2:3][CH2:4][CH2:5]1. Starting materials: NC=1SC=2CCNCCC2N1 (2-amino-4,5,7,8-tetrahydro-6H-thiazolo[5,4-d]azepine), C([O-])([O-])=O.[K+].[K+] (potassium carbonate), FC(C=1C=C(C=CCBr)C=CC1)(F)F (3-trifluoromethyl-cinnamyl bromide). Solvent: CN(C=O)C (dimethylformamide), petroleum ether. The product is NC=1SC=2CCN(CCC2N1)CC=CC1=CC(=CC=C1)C(F)(F)F (2-Amino-6-(3-(3-trifluoromethyl-phenyl)allyl)-4,5,7,8-tetrahydro-6H-thiazolo[5,4-d]azepine). The yield is 41.0%. RXN SMILES: [NH2:1][C:2]1[S:3][C:4]2[CH2:5][CH2:6][NH:7][CH2:8][CH2:9][C:10]=2[N:11]=1.C(=O)([O-])[O-].[K+].[K+].[F:18][C:19]([F:31])([F:30])[C:20]1[CH:21]=[C:22]([CH:27]=[CH:28][CH:29]=1)[CH:23]=[CH:24][CH2:25]Br>CN(C)C=O>[NH2:1][C:2]1[S:3][C:4]2[CH2:5][CH2:6][N:7]([CH2:25][CH:24]=[CH:23][C:22]3[CH:27]=[CH:28][CH:29]=[C:20]([C:19]([F:18])([F:30])[F:31])[CH:21]=3)[CH2:8][CH2:9][C:10]=2[N:11]=1 |f:1.2.3|. Reported procedure: Prepared analogously to Example 1 from 2-amino-4,5,7,8-tetrahydro-6H-thiazolo[5,4-d]azepine, potassium carbonate and 3-trifluoromethyl-cinnamyl bromide in anhydrous dimethylformamide for one hour at 20° C. Yield: 41% of theory, Melting point: 102°-105° C. (petroleum ether).